From a dataset of the Open Reaction Database (ORD), a public repository of structured organic reaction records. describe an organic reaction: reactants, conditions, products, and yield The reactants are IC=1C=C(CN2N=CC=3C2=NC(=NC3)NC=3C=NN(C3)C)C=CC1 (1-(3-iodobenzyl)-N-(1-methyl-1H-pyrazol-4-yl)-1H-pyrazolo[3,4-d]pyrimidin-6-amine), O1CCC(=CC1)B1OC(C)(C)C(C)(C)O1 (3,6-dihydro-2H-pyran-4-boronic acid pinacol ester), C([O-])([O-])=O.[Na+].[Na+] (sodium carbonate), bis(diphenylphosphino)-ferrocenedichloropalladium(II)-DCM, thiol. Run in C(C)#N.O (ACN water), CO (methanol). Yields the product O1CCC(=CC1)C=1C=C(CN2N=CC=3C2=NC(=NC3)NC=3C=NN(C3)C)C=CC1 (1-(3-(3,6-dihydro-2H-pyran-4-yl)benzyl)-N-(1-methyl-1H-pyrazol-4-yl)-1H-pyrazolo[3,4-d]pyrimidin-6-amine). RXN SMILES: I[C:2]1[CH:3]=[C:4]([CH:22]=[CH:23][CH:24]=1)[CH2:5][N:6]1[C:10]2=[N:11][C:12]([NH:15][C:16]3[CH:17]=[N:18][N:19]([CH3:21])[CH:20]=3)=[N:13][CH:14]=[C:9]2[CH:8]=[N:7]1.[O:25]1[CH2:30][CH:29]=[C:28](B2OC(C)(C)C(C)(C)O2)[CH2:27][CH2:26]1.C(=O)([O-])[O-].[Na+].[Na+]>C(#N)C.O.CO>[O:25]1[CH2:26][CH:27]=[C:28]([C:2]2[CH:3]=[C:4]([CH:22]=[CH:23][CH:24]=2)[CH2:5][N:6]2[C:10]3=[N:11][C:12]([NH:15][C:16]4[CH:17]=[N:18][N:19]([CH3:21])[CH:20]=4)=[N:13][CH:14]=[C:9]3[CH:8]=[N:7]2)[CH2:29][CH2:30]1 |f:2.3.4,5.6|. Reported procedure: 1-(3-iodobenzyl)-N-(1-methyl-1H-pyrazol-4-yl)-1H-pyrazolo[3,4-d]pyrimidin-6-amine (50 mg, 0.12 mmol), 3,6-dihydro-2H-pyran-4-boronic acid pinacol ester (29 mg, 1.2 eq), sodium carbonate (31 mg, 2.5 eq) and bis(diphenylphosphino)-ferrocenedichloropalladium(II)-DCM-complex (5 mg, 0.05 eq) in ACN/water (1:1, 2 mL) were heated in the microwave for 30 min at 130° C. The reaction mixture was diluted with methanol, passed through a thiol column, washed with methanol and evaporated. The residue was diss...